From a dataset of the Open Reaction Database (ORD), a public repository of structured organic reaction records. describe an organic reaction: reactants, conditions, products, and yield The reactants are C1CCOC1, CO, COC(=O)Cc1ccc(Oc2ccc(C(=O)NCCc3ccc(Cl)cc3)cc2)c(OC)c1, [Na+], [OH-]. Product: COc1cc(CC(=O)O)ccc1Oc1ccc(C(=O)NCCc2ccc(Cl)cc2)cc1. Reaction SMILES: [CH2:37]1[O:38][CH2:39][CH2:40][CH2:41]1.[CH3:35][OH:36].[Cl:1][c:2]1[cH:3][cH:4][c:5]([CH2:6][CH2:7][NH:8][C:9](=[O:10])[c:11]2[cH:12][cH:13][c:14]([O:15][c:16]3[c:17]([O:27][CH3:28])[cH:18][c:19]([CH2:22][C:23](=[O:24])[O:25][CH3:26])[cH:20][cH:21]3)[cH:29][cH:30]2)[cH:31][cH:32]1.[Na+:34].[OH-:33]>>[Cl:1][c:2]1[cH:3][cH:4][c:5]([CH2:6][CH2:7][NH:8][C:9](=[O:10])[c:11]2[cH:12][cH:13][c:14]([O:15][c:16]3[c:17]([O:27][CH3:28])[cH:18][c:19]([CH2:22][C:23](=[O:24])[OH:25])[cH:20][cH:21]3)[cH:29][cH:30]2)[cH:31][cH:32]1. Yields the product S(C)(=O)(=O)O.ClC=1C(=CC(=C(C1)NC(=O)NC(CC1=CC=C(C=C1)F)=O)F)OC1=CC(=NC=C1)C=1C=NN(C1)C (1-(5-Chloro-2-fluoro-4-(2-(1-methyl-1H-pyrazol-4-yl)pyridin-4-yloxy)phenyl)-3-(2-(4-fluorophenyl)acetyl)urea mesylate salt). Solvent: C1CCOC1 (THF), C(C)#N (acetonitrile), CO (methanol). Reported procedure: 1-(5-Chloro-2-fluoro-4-(2-(1-methyl-1H-pyrazol-4-yl)pyridin-4-yloxy)phenyl)-3-(2-(4-fluorophenyl)acetyl)urea (0.146 g, 0.293 mmol) was fully dissolved in a mixture of THF (4 ml), acetonitrile (4 mL), and methanol (0.5 mL). Methanesulfonic acid (19 μl, 0.293 mmol) was added, and after stirring for several minutes a precipitate started to form. The mixture was stirred at RT for 5 hours. 1-(5-Chloro-2-fluoro-4-(2-(1-methyl-1H-pyrazol-4-yl)pyridin-4-yloxy)phenyl)-3-(2-(4-fluorophenyl)acetyl)urea mes... As a reaction SMILES: [Cl:1][C:2]1[C:3]([O:23][C:24]2[CH:29]=[CH:28][N:27]=[C:26]([C:30]3[CH:31]=[N:32][N:33]([CH3:35])[CH:34]=3)[CH:25]=2)=[CH:4][C:5]([F:22])=[C:6]([NH:8][C:9]([NH:11][C:12](=[O:21])[CH2:13][C:14]2[CH:19]=[CH:18][C:17]([F:20])=[CH:16][CH:15]=2)=[O:10])[CH:7]=1.[CH3:36][S:37]([OH:40])(=[O:39])=[O:38]>C1COCC1.C(#N)C.CO>[S:37]([OH:40])(=[O:39])(=[O:38])[CH3:36].[Cl:1][C:2]1[C:3]([O:23][C:24]2[CH:29]=[CH:28][N:27]=[C:26]([C:30]3[CH:31]=[N:32][N:33]([CH3:35])[CH:34]=3)[CH:25]=2)=[CH:4][C:5]([F:22])=[C:6]([NH:8][C:9]([NH:11][C:12](=[O:21])[CH2:13][C:14]2[CH:19]=[CH:18][C:17]([F:20])=[CH:16][CH:15]=2)=[O:10])[CH:7]=1 |f:5.6|. Starting materials: ClC=1C(=CC(=C(C1)NC(=O)NC(CC1=CC=C(C=C1)F)=O)F)OC1=CC(=NC=C1)C=1C=NN(C1)C (1-(5-Chloro-2-fluoro-4-(2-(1-methyl-1H-pyrazol-4-yl)pyridin-4-yloxy)phenyl)-3-(2-(4-fluorophenyl)acetyl)urea), CS(=O)(=O)O (Methanesulfonic acid). Starting materials: BrC1=CC=C(C=C1)C1=C(C=C2C(=N1)N(C(=N2)O[C@@H]2CO[C@H]1[C@@H]2OC[C@H]1O)COCC[Si](C)(C)C)Cl ((3R,3aR,6R,6aR)-6-(5-(4-bromophenyl)-6-chloro-3-((2-(trimethylsilyl)ethoxy)methyl)-3H-imidazo[4,5-b]pyridin-2-yloxy)hexahydrofuro[3,2-b]furan-3-ol), N1CCC(CC1)NC(OC1CCOCC1)=O (tetrahydro-2H-pyran-4-yl piperidin-4-ylcarbamate), Intermediate 23. Product: ClC=1C=C2C(=NC1C1=CC=C(C=C1)N1CCC(CC1)NC(OC1CCOCC1)=O)N(C(=N2)O[C@H]2[C@@H]1[C@H](OC2)[C@@H](CO1)O)COCC[Si](C)(C)C (Tetrahydro-2H-pyran-4-yl 1-(4-(6-chloro-2-((3R,3aR,6R,6aR)-6-hydroxyhexahydrofuro[3,2-b]furan-3-yloxy)-3-((2-(trimethylsilyl)ethoxy)methyl)-3H-imidazo[4,5-b]pyridin-5-yl)phenyl)piperidin-4-ylcarbamate). As a reaction SMILES: Br[C:2]1[CH:7]=[CH:6][C:5]([C:8]2[N:13]=[C:12]3[N:14]([CH2:27][O:28][CH2:29][CH2:30][Si:31]([CH3:34])([CH3:33])[CH3:32])[C:15]([O:17][C@H:18]4[C@H:22]5[O:23][CH2:24][C@@H:25]([OH:26])[C@H:21]5[O:20][CH2:19]4)=[N:16][C:11]3=[CH:10][C:9]=2[Cl:35])=[CH:4][CH:3]=1.[NH:36]1[CH2:41][CH2:40][CH:39]([NH:42][C:43](=[O:51])[O:44][CH:45]2[CH2:50][CH2:49][O:48][CH2:47][CH2:46]2)[CH2:38][CH2:37]1>>[Cl:35][C:9]1[CH:10]=[C:11]2[N:16]=[C:15]([O:17][C@@H:18]3[CH2:19][O:20][C@@H:21]4[C@H:25]([OH:26])[CH2:24][O:23][C@H:22]34)[N:14]([CH2:27][O:28][CH2:29][CH2:30][Si:31]([CH3:34])([CH3:33])[CH3:32])[C:12]2=[N:13][C:8]=1[C:5]1[CH:6]=[CH:7][C:2]([N:36]2[CH2:41][CH2:40][CH:39]([NH:42][C:43](=[O:51])[O:44][CH:45]3[CH2:50][CH2:49][O:48][CH2:47][CH2:46]3)[CH2:38][CH2:37]2)=[CH:3][CH:4]=1. Procedure details: The title compound is prepared from (3R,3aR,6R,6aR)-6-(5-(4-bromophenyl)-6-chloro-3-((2-(trimethylsilyl)ethoxy)methyl)-3H-imidazo[4,5-b]pyridin-2-yloxy)hexahydrofuro[3,2-b]furan-3-ol and tetrahydro-2H-pyran-4-yl piperidin-4-ylcarbamate following a procedure analogous to that described for Intermediate 23. LC (method 1): tR=0.99 min; Mass spectrum (ESI+): m/z=730 [M+H]+. The reactants are BrN1C(CCC1=O)=O (N-bromosuccinimide), NC1=C(C(=O)OC)C=C(C=C1)C(=O)C1=C(C=C2C=CC=CN12)C (methyl 2-amino-5-[(2-methylindolizin-3-yl)carbonyl]benzoate), O (water). Run in ClCCl (dichloromethane). Conditions: time 2 hour. Yields the product NC1=C(C(=O)OC)C=C(C=C1)C(=O)C1=C(C(=C2C=CC=CN12)Br)C (Methyl 2-amino-5-[(1-bromo-2-methylindolizin-3-yl)carbonyl]benzoate). The yield is 89.4%. As a reaction SMILES: [Br:1]N1C(=O)CCC1=O.[NH2:9][C:10]1[CH:19]=[CH:18][C:17]([C:20]([C:22]2[N:30]3[C:25]([CH:26]=[CH:27][CH:28]=[CH:29]3)=[CH:24][C:23]=2[CH3:31])=[O:21])=[CH:16][C:11]=1[C:12]([O:14][CH3:15])=[O:13].O>ClCCl>[NH2:9][C:10]1[CH:19]=[CH:18][C:17]([C:20]([C:22]2[N:30]3[C:25]([CH:26]=[CH:27][CH:28]=[CH:29]3)=[C:24]([Br:1])[C:23]=2[CH3:31])=[O:21])=[CH:16][C:11]=1[C:12]([O:14][CH3:15])=[O:13]. Procedure: 0.492 g (2.73 mmol) of N-bromosuccinimide is added, under an inert atmosphere at ambient temperature, to 0.812 g (2.6 mmol) of methyl 2-amino-5-[(2-methylindolizin-3-yl)carbonyl]benzoate in 17 ml of dichloromethane. The reaction medium is stirred for 2 hours and then hydrolysed with water. The aqueous phase is extracted with dichloromethane. The organic phase obtained is washed with a saturated aqueous solution of sodium hydrogen carbonate and then with a saturated aqueous solution of sodium chl... Starting materials: S(=O)=O (sulphur dioxide), S(=O)([O-])S(=O)[O-].[Na+].[Na+] (sodium dithionite), C(CCC)S(=O)C1=C(C=C(C(=O)O)C=C1S(N)(=O)=O)[N+](=O)[O-] (4-n-butylsulphinyl-3-nitro-5-sulphamyl-benzoic acid), Cl (hydrochloric acid), [OH-].[Na+] (sodium hydroxide). Run in O (water). Yields the product NC=1C=C(C(=O)O)C=C(C1S(=O)CCCC)S(N)(=O)=O (3-amino-4-n-butylsulphinyl-5-sulphamyl-benzoic acid). RXN SMILES: S(S([O-])=O)([O-])=O.[Na+].[Na+].[CH2:9]([S:13]([C:15]1[C:23]([S:24](=[O:27])(=[O:26])[NH2:25])=[CH:22][C:18]([C:19]([OH:21])=[O:20])=[CH:17][C:16]=1[N+:28]([O-])=O)=[O:14])[CH2:10][CH2:11][CH3:12].Cl.S(=O)=O.[OH-].[Na+]>O>[NH2:28][C:16]1[CH:17]=[C:18]([CH:22]=[C:23]([S:24](=[O:26])(=[O:27])[NH2:25])[C:15]=1[S:13]([CH2:9][CH2:10][CH2:11][CH3:12])=[O:14])[C:19]([OH:21])=[O:20] |f:0.1.2,6.7|. Reported procedure: To a solution of sodium dithionite (7.3 g) in water (50 ml) conc. aqueous ammonia (25 ml) was added, after which 4-n-butylsulphinyl-3-nitro-5-sulphamyl-benzoic acid (4 g) was added in portions at 25°C, while stirring. The reaction mixture was heated on a steam bath for 30 minutes. Then 4N hydrochloric acid was added until a pH of 1, while the heating was continued. After the evolution of sulphur dioxide had ceased, the reaction mixture was adjusted to a pH of 2.5 by addition of 2N sodium hydroxi... The reactants are CCO, Cc1cc(C(F)(F)F)ncc1[N+](=O)[O-], O=[Pt]. Product: Cc1cc(C(F)(F)F)ncc1N. As a reaction SMILES: [CH3:15][CH2:16][OH:17].[CH3:1][c:2]1[cH:3][c:4]([C:11]([F:12])([F:13])[F:14])[n:5][cH:6][c:7]1[N+:8]([O-:9])=[O:10].[Pt:18]=[O:19]>>[CH3:1][c:2]1[cH:3][c:4]([C:11]([F:12])([F:13])[F:14])[n:5][cH:6][c:7]1[NH2:8].